Task: describe an organic reaction: reactants, conditions, products, and yield. Dataset: the Open Reaction Database (ORD), a public repository of structured organic reaction records Reactants: [OH-].[Na+] (NaOH), CN(C=1C=C(C#N)C=CC1)C=1C=NC=NC1 (3-(methyl(pyrimidin-5-yl)amino)benzonitrile), C(C)O (ethanol), Cl (HCl). The solvent is CO.C(Cl)Cl (MeOH CH2Cl2). Product: CN(C=1C=C(C(=O)O)C=CC1)C=1C=NC=NC1 (3-(methyl(pyrimidin-5-yl)amino)benzoic acid). Isolated yield 89.0%. RXN SMILES: [CH3:1][N:2]([C:11]1[CH:12]=[N:13][CH:14]=[N:15][CH:16]=1)[C:3]1[CH:4]=C([CH:8]=[CH:9][CH:10]=1)C#N.[OH-:17].[Na+].Cl.[CH2:20]([OH:22])[CH3:21]>CO.C(Cl)Cl>[CH3:1][N:2]([C:11]1[CH:12]=[N:13][CH:14]=[N:15][CH:16]=1)[C:3]1[CH:4]=[C:21]([CH:8]=[CH:9][CH:10]=1)[C:20]([OH:17])=[O:22] |f:1.2,5.6|. Procedure: Compound 16 (0.735 g, 3.50 mmol, 1.00 eq) was dissolved in ethanol (15 mL) and 1N NaOH (7.5 mL) was added. The mixture was refluxed for 18 h and after cooling the reaction was neutralized with 1N HCl (7.5 mL) and the reaction was concentrated in vacuo. The crude reaction was dissolved in 10% MeOH/CH2Cl2 and the undissolved salt was filtered off and the solvents were removed in vacuo to afford 0.710 g (89%) of the title compound as an off-white solid: 1H NMR (400 MHz, CDCl3) δ 8.70 (s, 1H), 8.45 ... The reactants are Cl.C(C)(C)(C)NN (tert.-butylhydrazine hydrochloride), C([O-])([O-])=O.[Na+].[Na+] (sodium carbonate), C(C(C)(C)C)(=O)Cl (pivaloyl chloride). Solvent: O (water). Conditions: temperature 10 celsius, time 3 hour. The product is C(C(C)(C)C)(=O)NNC(C)(C)C (1-Pivaloyl-2-tert.-butylhydrazine). As a reaction SMILES: Cl.[C:2]([NH:6][NH2:7])([CH3:5])([CH3:4])[CH3:3].C(=O)([O-])[O-].[Na+].[Na+].[C:14](Cl)(=[O:19])[C:15]([CH3:18])([CH3:17])[CH3:16]>O>[C:14]([NH:7][NH:6][C:2]([CH3:5])([CH3:4])[CH3:3])(=[O:19])[C:15]([CH3:18])([CH3:17])[CH3:16] |f:0.1,2.3.4|. Procedure details: A solution of 40.8 g. (0.33 m.) of tert.-butylhydrazine hydrochloride in 300 ml. of distilled water was placed in a 500 ml. 4 neck, round bottom flask equipped with a high speed mechanical stirrer, a thermometer and a condenser, and cooled to 10° C. The solution was made basic by adding 24.3 g. (0.225 m.) of sodium carbonate and then 18.9 g. (0.15 m.) of pivaloyl chloride was added dropwise over 1 hour holding the temperature below 10° C. with an ice bath. The mixture was stirred for 3 hours and... Reactants: NC=1C=C(C(=O)O)C=CC1C (3-amino-4-methylbenzoic acid), C(CCCCCCCCC)(=O)Cl (n-decanoyl chloride), O (water). Run in CN(C=O)C (dimethylformamide). Product: C(CCCCCCCCC)(=O)NC=1C=C(C(=O)O)C=CC1C (3-(n-decanamido)-4-methylbenzoic acid). Isolated yield 73.8%. Reaction SMILES: [NH2:1][C:2]1[CH:3]=[C:4]([CH:8]=[CH:9][C:10]=1[CH3:11])[C:5]([OH:7])=[O:6].[C:12](Cl)(=[O:22])[CH2:13][CH2:14][CH2:15][CH2:16][CH2:17][CH2:18][CH2:19][CH2:20][CH3:21].O>CN(C)C=O>[C:12]([NH:1][C:2]1[CH:3]=[C:4]([CH:8]=[CH:9][C:10]=1[CH3:11])[C:5]([OH:7])=[O:6])(=[O:22])[CH2:13][CH2:14][CH2:15][CH2:16][CH2:17][CH2:18][CH2:19][CH2:20][CH3:21]. Procedure details: A solution of 3-amino-4-methylbenzoic acid (15.1 g) and n-decanoyl chloride (19.4 g) in dry dimethylformamide (150 ml) was heated on a steam bath for 90 minutes. The solution was poured into water and the solid was collected, and recrystallised from ethanol (600 ml) to give 3-(n-decanamido)-4-methylbenzoic acid (22.5 g), in the form of a white powder, m.p. 246°-250° C. Reactants: CCCCC (pentane), Cl[SiH](Cl)Cl (trichlorosilane), CNC (dimethylamine), C(C)O[SiH](Cl)OCC (diethoxychlorosilane). Run in C(C)O (ethanol). The product is C(C)O[SiH](N(C)C)OCC (diethoxy(dimethylamino)silane). Reaction SMILES: CCCCC.Cl[SiH](Cl)Cl.[CH3:10][NH:11][CH3:12].[CH2:13]([O:15][SiH:16]([O:18][CH2:19][CH3:20])Cl)[CH3:14]>C(O)C>[CH2:13]([O:15][SiH:16]([O:18][CH2:19][CH3:20])[N:11]([CH3:12])[CH3:10])[CH3:14]. Procedure details: Following the same general procedure described in Example 1, 2 liters of pentane and 404 mls of trichlorosilane were charged in a 5 L flask. During reflux, 464 mls of anhydrous ethanol was added dropwise. After the alcoholysis was completed, 550 mls of dimethylamine was added to the unisolated diethoxychlorosilane. Distillation yielded 290 g of diethoxy(dimethylamino)silane (b.p. 138°-139° C.). Starting materials: C(C)OC(=O)C1=CC=C(C=C1)C1=C(C=CC(=C1)NC(CN(C)C(=O)OC(C)(C)C)=O)Cl (5′-[2-(tert-Butoxycarbonyl-methyl-amino)-acetylamino]-2′-chloro-biphenyl-4-carboxylic acid ethyl ester). The solvent is [OH-].[Na+] (NaOH), C(C)O (ethanol). Product: C(C)(C)(C)OC(=O)N(CC(=O)NC=1C=CC(=C(C1)C1=CC=C(C=C1)C(=O)O)Cl)C (5′-[2-(tert-Butoxycarbonyl-methyl-amino)-acetylamino]-2′-chloro-biphenyl-4-carboxylic acid). Reaction SMILES: C([O:3][C:4]([C:6]1[CH:11]=[CH:10][C:9]([C:12]2[CH:17]=[C:16]([NH:18][C:19](=[O:30])[CH2:20][N:21]([C:23]([O:25][C:26]([CH3:29])([CH3:28])[CH3:27])=[O:24])[CH3:22])[CH:15]=[CH:14][C:13]=2[Cl:31])=[CH:8][CH:7]=1)=[O:5])C>[OH-].[Na+].C(O)C>[C:26]([O:25][C:23]([N:21]([CH3:22])[CH2:20][C:19]([NH:18][C:16]1[CH:15]=[CH:14][C:13]([Cl:31])=[C:12]([C:9]2[CH:8]=[CH:7][C:6]([C:4]([OH:5])=[O:3])=[CH:11][CH:10]=2)[CH:17]=1)=[O:30])=[O:24])([CH3:29])([CH3:28])[CH3:27] |f:1.2|. Reported procedure: 5′-[2-(tert-Butoxycarbonyl-methyl-amino)-acetylamino]-2′-chloro-biphenyl-4-carboxylic acid ethyl ester (494 mg) in 2M NaOH (10 ml) and ethanol (15 ml) was stirred at room temp for 18 h. The ethanol was then evaporated and the residue acidified with HCl. The colourless solid formed was collected by filtration and dried (420 mg).